This data is from the Open Reaction Database (ORD), a public repository of structured organic reaction records. The task is: describe an organic reaction: reactants, conditions, products, and yield The reactants are FC(CCN)=C(F)F (3,4,4-trifluoro-3-butene-1-amine), O=C1C(C=NN1)C=O (4,5-dihydro-5-oxo-1H-pyrazole-4-carboxaldehyde). Run in C(C)O (ethanol). Product: FC(CCNC=C1C(NN=C1)=O)=C(F)F (2,4-dihydro-4-[[(3,4,4-trifluoro-3-butenyl)amino]methylene]-3H-pyrazol-3-one). The yield is 68.0%. As a reaction SMILES: [F:1][C:2](=[C:6]([F:8])[F:7])[CH2:3][CH2:4][NH2:5].[O:9]=[C:10]1[NH:14][N:13]=[CH:12][CH:11]1[CH:15]=O>C(O)C>[F:1][C:2](=[C:6]([F:8])[F:7])[CH2:3][CH2:4][NH:5][CH:15]=[C:11]1[CH:12]=[N:13][NH:14][C:10]1=[O:9]. Procedure details: A solution of 3,4,4-trifluoro-3-butene-1-amine (2.25 g, 0. 018 mole) and 4,5-dihydro-5-oxo-1H-pyrazole-4-carboxaldehyde (1.12 g 0.01 mole) in absolute ethanol (30 mL) is heated at reflux for 15 min. The solution is concentrated and the residue is recrystallized from ether/dichloromethane to give 1.49 g of the title compound as an yellow solid, a 68% yield. m.p. 126°-130° C. Starting materials: BrC1=C(OC2CCN(CC2)C2=NOC(=C2)C=2N=NN(N2)CC(=O)OCC)C=C(C=C1)F (ethyl (5-{3-[4-(2-bromo-5-fluorophenoxy)piperidin-1-yl]isoxazol-5-yl}-2H-tetrazol-2-yl)acetate), [OH-].[Na+] (sodium hydroxide), 1-isomer. Solvent: C1CCOC1 (THF), CO (MeOH). Reaction conditions: time 1 hour. Product: BrC1=C(OC2CCN(CC2)C2=NOC(=C2)C=2N=NN(N2)CC(=O)O)C=C(C=C1)F ((5-{3-[4-(2-Bromo-5-fluorophenoxy)piperidin-1-yl]isoxazol-5-yl}-2H-tetrazol-2-yl)acetic acid). RXN SMILES: [Br:1][C:2]1[CH:30]=[CH:29][C:28]([F:31])=[CH:27][C:3]=1[O:4][CH:5]1[CH2:10][CH2:9][N:8]([C:11]2[CH:15]=[C:14]([C:16]3[N:17]=[N:18][N:19]([CH2:21][C:22]([O:24]CC)=[O:23])[N:20]=3)[O:13][N:12]=2)[CH2:7][CH2:6]1.[OH-].[Na+]>C1COCC1.CO>[Br:1][C:2]1[CH:30]=[CH:29][C:28]([F:31])=[CH:27][C:3]=1[O:4][CH:5]1[CH2:10][CH2:9][N:8]([C:11]2[CH:15]=[C:14]([C:16]3[N:17]=[N:18][N:19]([CH2:21][C:22]([OH:24])=[O:23])[N:20]=3)[O:13][N:12]=2)[CH2:7][CH2:6]1 |f:1.2|. Reported procedure: To a solution of ethyl (5-{3-[4-(2-bromo-5-fluorophenoxy)piperidin-1-yl]isoxazol-5-yl}-2H-tetrazol-2-yl)acetate (1.3 g, 2.62 mmol) in THF (15 mL) and MeOH (5 mL) was added 1M sodium hydroxide (5.25 mL, 5.25 mmol). The mixture was stirred at room temperature for 1 h. Volatile solvents were removed in vacuo. The residue was diluted with water (20 mL), acidified with 1M HCl (6 mL) and extracted with EtOAc. The EtOAc extract was washed with water, dried (Na2SO4) and concentrated. The residue was tri...